This data is from the Open Reaction Database (ORD), a public repository of structured organic reaction records. The task is: describe an organic reaction: reactants, conditions, products, and yield Reactants: COC(=O)C1=C(OC=C1)C1=CC(=CC=C1)[N+](=O)[O-] (2-(3-nitrophenyl)furan-3-carboxylic acid methyl ester), [H][H] (hydrogen). The reagents and catalysts are [Pd] (palladium on carbon). Run in CO (methanol). Yields the product COC(=O)C1=C(OC=C1)C1=CC(=CC=C1)N (2-(3-Aminophenyl)furan-3-carboxylic acid methyl ester). Yield: 85.4%. RXN SMILES: [CH3:1][O:2][C:3]([C:5]1[CH:9]=[CH:8][O:7][C:6]=1[C:10]1[CH:15]=[CH:14][CH:13]=[C:12]([N+:16]([O-])=O)[CH:11]=1)=[O:4].[H][H]>CO.[Pd]>[CH3:1][O:2][C:3]([C:5]1[CH:9]=[CH:8][O:7][C:6]=1[C:10]1[CH:15]=[CH:14][CH:13]=[C:12]([NH2:16])[CH:11]=1)=[O:4]. Reported procedure: A solution of 2-(3-nitrophenyl)furan-3-carboxylic acid methyl ester (1.0 g) in methanol (60 mL) containing 10% palladium on carbon (2.9 g) was stirred under 1 atmosphere of hydrogen for 1 h. The reaction mixture was then filtered through Celite. Removal of the solvent at reduced pressure gave the title compound as a yellow solid (0.75 g). C12H11NO3: M+Na+ 240 The reactants are BrC1=CC=C(C=C1)C1=C(C(=NO1)C)N (5-(4-bromo-phenyl)-3-methyl-isoxazol-4-ylamine), CC(CC(C)=O)(C)C1=CC=CC=C1 (4-methyl-4-phenyl-pentan-2-one). The product is BrC1=CC=C(C=C1)C1=C(C(=NO1)C)NC(CC(C)(C1=CC=CC=C1)C)C ([5-(4-Bromo-phenyl)-3-methyl-isoxazol-4-yl]-(1,3-dimethyl-3-phenyl-butyl)-amine). RXN SMILES: [Br:1][C:2]1[CH:7]=[CH:6][C:5]([C:8]2[O:12][N:11]=[C:10]([CH3:13])[C:9]=2[NH2:14])=[CH:4][CH:3]=1.[CH3:15][C:16]([C:22]1[CH:27]=[CH:26][CH:25]=[CH:24][CH:23]=1)([CH3:21])[CH2:17][C:18](=O)[CH3:19]>>[Br:1][C:2]1[CH:3]=[CH:4][C:5]([C:8]2[O:12][N:11]=[C:10]([CH3:13])[C:9]=2[NH:14][CH:18]([CH3:19])[CH2:17][C:16]([CH3:21])([C:22]2[CH:27]=[CH:26][CH:25]=[CH:24][CH:23]=2)[CH3:15])=[CH:6][CH:7]=1. Procedure details: Prepared according to the procedure described in Example 8, Step 1, using 5-(4-bromo-phenyl)-3-methyl-isoxazol-4-ylamine and 4-methyl-4-phenyl-pentan-2-one. The reactants are CC(=O)[O-], CC(=O)[O-], CO, ClC(Cl)Cl, ClCCl, [Cu+2], N, O=C(OC1CCn2c1nc1cc(NC(=O)c3cc4cc(C(F)(F)F)ccc4n3Cc3cccc(F)c3)cnc12)c1ccccn1. The product is O=C(Nc1cnc2c(c1)nc1n2CCC1O)c1cc2cc(C(F)(F)F)ccc2n1Cc1cccc(F)c1. Reaction SMILES: [C:56]([O-:57])(=[O:58])[CH3:59].[C:61]([O-:62])(=[O:63])[CH3:64].[CH3:46][OH:47].[CH:48]([Cl:49])([Cl:50])[Cl:51].[Cl:52][CH2:53][Cl:54].[Cu+2:60].[NH3:55].[n:1]1[cH:2][cH:3][cH:4][cH:5][c:6]1[C:7](=[O:8])[O:9][CH:10]1[CH2:11][CH2:12][n:13]2[c:14]1[n:15][c:16]1[c:17]2[n:18][cH:19][c:20]([NH:22][C:23](=[O:24])[c:25]2[n:26]([CH2:38][c:39]3[cH:40][c:41]([F:45])[cH:42][cH:43][cH:44]3)[c:27]3[cH:28][cH:29][c:30]([C:34]([F:35])([F:36])[F:37])[cH:31][c:32]3[cH:33]2)[cH:21]1>>[OH:9][CH:10]1[CH2:11][CH2:12][n:13]2[c:14]1[n:15][c:16]1[c:17]2[n:18][cH:19][c:20]([NH:22][C:23](=[O:24])[c:25]2[n:26]([CH2:38][c:39]3[cH:40][c:41]([F:45])[cH:42][cH:43][cH:44]3)[c:27]3[cH:28][cH:29][c:30]([C:34]([F:35])([F:36])[F:37])[cH:31][c:32]3[cH:33]2)[cH:21]1. As a reaction SMILES: [Cl:1][c:2]1[cH:3][c:4]2[n:5][c:6]([O:18][CH3:19])[c:7]([NH:12][C:13]([O:14][CH2:15][CH3:16])=[O:17])[n:8][c:9]2[cH:10][cH:11]1.[F:20][c:21]1[c:22]([N:27]2[CH2:28][CH2:29][NH:30][CH2:31][CH2:32]2)[cH:23][cH:24][cH:25][cH:26]1>>[Cl:1][c:2]1[cH:3][c:4]2[n:5][c:6]([O:18][CH3:19])[c:7]([NH:12][C:13](=[O:17])[N:30]3[CH2:29][CH2:28][N:27]([c:22]4[c:21]([F:20])[cH:26][cH:25][cH:24][cH:23]4)[CH2:32][CH2:31]3)[n:8][c:9]2[cH:10][cH:11]1. Starting materials: CCOC(=O)Nc1nc2ccc(Cl)cc2nc1OC, Fc1ccccc1N1CCNCC1. The product is COc1nc2cc(Cl)ccc2nc1NC(=O)N1CCN(c2ccccc2F)CC1. Reactants: C1(CCC1)CNC(=O)C=1C(=NC(=NC1)Cl)C(F)(F)F (2-chloro-4-trifluoromethyl-pyrimidin-5-carboxylic acid cyclobutylmethyl-amide), CC1=C(N)C=CC(=C1)Cl (2-methyl-4-chloroaniline). Run in CS(=O)C (DMSO), O1CCOCC1 (1,4-dioxan). Conditions: temperature 180 celsius. Product: C1(CCC1)CNC(=O)C=1C(=NC(=NC1)NC1=C(C=C(C=C1)Cl)C)C(F)(F)F (2-(2-Methyl-4-chloro-phenylamino)-4-trifluoromethyl-pyrimidine-5-carboxylic acid cyclobutylmethyl-amide). Isolated yield 53.0%. RXN SMILES: [CH:1]1([CH2:5][NH:6][C:7]([C:9]2[C:10]([C:16]([F:19])([F:18])[F:17])=[N:11][C:12](Cl)=[N:13][CH:14]=2)=[O:8])[CH2:4][CH2:3][CH2:2]1.[CH3:20][C:21]1[CH:27]=[C:26]([Cl:28])[CH:25]=[CH:24][C:22]=1[NH2:23]>O1CCOCC1.CS(C)=O>[CH:1]1([CH2:5][NH:6][C:7]([C:9]2[C:10]([C:16]([F:19])([F:18])[F:17])=[N:11][C:12]([NH:23][C:22]3[CH:24]=[CH:25][C:26]([Cl:28])=[CH:27][C:21]=3[CH3:20])=[N:13][CH:14]=2)=[O:8])[CH2:4][CH2:3][CH2:2]1. Procedure: To a solution of 2-chloro-4-trifluoromethyl-pyrimidin-5-carboxylic acid cyclobutylmethyl-amide (50 mg) in 1,4-dioxan (1.0 ml) was added 2-methyl-4-chloroaniline (120 mg) and the solution heated at 180° C. under microwave irrdiation for 30×2 minutes. The residue was dissolved in 1:1 DMSO:methanol (11.0 ml) and purified by Mass Directed Auto-Purification to afford the title compound (36 mg). The reactants are C(C)(C)(C)OC(=O)NN1C(N(N=C(C1)/C=N/O)C(=O)OC(C)(C)C)=O (tert-butyl 4-(tert-butoxycarbonylamino)-6-[(E)-hydroxyiminomethyl]-3-oxo-5H-1,2,4-triazine-2-carboxylate), ClN1C(CCC1=O)=O (N-chlorosuccinimide), ice water. Run in CN(C)C=O (DMF). Reaction conditions: time 20 hour. Yields the product C(C)(C)(C)OC(=O)NN1C(N(N=C(C1)/C(=N/O)/Cl)C(=O)OC(C)(C)C)=O (tert-butyl 4-(tert-butoxycarbonylamino)-6-[(Z)—C-chloro-N-hydroxy-carbonimidoyl]-3-oxo-5H-1,2,4-triazine-2-carboxylate). RXN SMILES: [C:1]([O:5][C:6]([NH:8][N:9]1[CH2:14][C:13](/[CH:15]=[N:16]/[OH:17])=[N:12][N:11]([C:18]([O:20][C:21]([CH3:24])([CH3:23])[CH3:22])=[O:19])[C:10]1=[O:25])=[O:7])([CH3:4])([CH3:3])[CH3:2].[Cl:26]N1C(=O)CCC1=O>CN(C=O)C>[C:1]([O:5][C:6]([NH:8][N:9]1[CH2:14][C:13](/[C:15](/[Cl:26])=[N:16]/[OH:17])=[N:12][N:11]([C:18]([O:20][C:21]([CH3:24])([CH3:23])[CH3:22])=[O:19])[C:10]1=[O:25])=[O:7])([CH3:4])([CH3:3])[CH3:2]. Procedure: To a solution of tert-butyl 4-(tert-butoxycarbonylamino)-6-[(E)-hydroxyiminomethyl]-3-oxo-5H-1,2,4-triazine-2-carboxylate (3.20 g, 8.00 mmol) in DMF (11 mL) at room temperature was slowly added N-chlorosuccinimide (“NCS”)) (1.39 g, 10.4 mmol) and the obtained solution was stirred for 20 h at room temperature. After addition of ice water, the mixture was extracted with diethyl ether and the combined organic layers were washed with brine. Drying (Na2SO4) and evaporation under reduced pressure furn...